From a dataset of the Open Reaction Database (ORD), a public repository of structured organic reaction records. describe an organic reaction: reactants, conditions, products, and yield The reactants are CC(=O)O[BH-](OC(C)=O)OC(C)=O, O=C([O-])O, CC(C=O)=Cc1ccccc1, CC(=O)O, CCCCCC, CCOC(C)=O, ClCCCl, NCC1CCN(S(=O)(=O)c2cccc3ccccc23)CC1, [Na+], [Na+]. The product is CC(=Cc1ccccc1)CNCC1CCN(S(=O)(=O)c2cccc3ccccc23)CC1. Reaction SMILES: [C:37]([O:38][BH-:39]([O:40][C:41](=[O:42])[CH3:43])[O:44][C:45](=[O:46])[CH3:47])(=[O:48])[CH3:49].[C:51](=[O:52])([OH:53])[O-:54].[CH3:22][C:23]([CH:24]=[O:25])=[CH:26][c:27]1[cH:28][cH:29][cH:30][cH:31][cH:32]1.[CH3:33][C:34](=[O:35])[OH:36].[CH3:56][CH2:57][CH2:58][CH2:59][CH2:60][CH3:61].[CH3:62][CH2:63][O:64][C:65](=[O:66])[CH3:67].[Cl:68][CH2:69][CH2:70][Cl:71].[NH2:1][CH2:2][CH:3]1[CH2:4][CH2:5][N:6]([S:9](=[O:10])(=[O:11])[c:12]2[cH:13][cH:14][cH:15][c:16]3[cH:17][cH:18][cH:19][cH:20][c:21]23)[CH2:7][CH2:8]1.[Na+:50].[Na+:55]>>[NH:1]([CH2:2][CH:3]1[CH2:4][CH2:5][N:6]([S:9](=[O:10])(=[O:11])[c:12]2[cH:13][cH:14][cH:15][c:16]3[cH:17][cH:18][cH:19][cH:20][c:21]23)[CH2:7][CH2:8]1)[CH2:24][C:23]([CH3:22])=[CH:26][c:27]1[cH:28][cH:29][cH:30][cH:31][cH:32]1.